This data is from the Open Reaction Database (ORD), a public repository of structured organic reaction records. The task is: describe an organic reaction: reactants, conditions, products, and yield Starting materials: COC(=O)C1C(N(C2=CC=C(C=C12)C1(OCCO1)C)C)=O (1-methyl-5-(2-methyl-[1,3]dioxolan-2-yl)-2-oxo-2,3-dihydro-1H-indole-3-carboxylic acid methyl ester), NC=1C=C(C(=O)NC2=CC=C(C=C2)Br)C=CC1 (3-amino-N-(4-bromo-phenyl)-benzamide). Yields the product BrC1=CC=C(C=C1)NC(=O)C=1C=C(C=CC1)NC(=O)C1C(N(C2=CC=C(C=C12)C(C)=O)C)=O (5-Acetyl-1-methyl-2-oxo-2,3-dihydro-1H-indole-3-carboxylic acid [3-(4-bromophenylcarbamoyl)-phenyl]-amide). As a reaction SMILES: CO[C:3]([CH:5]1[C:13]2[C:8](=[CH:9][CH:10]=[C:11]([C:14]3([CH3:19])[O:18]CCO3)[CH:12]=2)[N:7]([CH3:20])[C:6]1=[O:21])=[O:4].[NH2:22][C:23]1[CH:24]=[C:25]([CH:36]=[CH:37][CH:38]=1)[C:26]([NH:28][C:29]1[CH:34]=[CH:33][C:32]([Br:35])=[CH:31][CH:30]=1)=[O:27]>>[Br:35][C:32]1[CH:33]=[CH:34][C:29]([NH:28][C:26]([C:25]2[CH:24]=[C:23]([NH:22][C:3]([CH:5]3[C:13]4[C:8](=[CH:9][CH:10]=[C:11]([C:14](=[O:18])[CH3:19])[CH:12]=4)[N:7]([CH3:20])[C:6]3=[O:21])=[O:4])[CH:38]=[CH:37][CH:36]=2)=[O:27])=[CH:30][CH:31]=1. Reported procedure: Prepared as in Example 1 from 1-methyl-5-(2-methyl-[1,3]dioxolan-2-yl)-2-oxo-2,3-dihydro-1H-indole-3-carboxylic acid methyl ester and 3-amino-N-(4-bromo-phenyl)-benzamide. Purified by flash-chromatography (hexanes/acetone, 1:1). Starting materials: C(C)(C)(C)OC(=O)N1N=C(C=C1)N(C(C)C)C(=O)C1=NC=C(C=C1N(COC)S(=O)(=O)C1=CC(=C(C=C1)Cl)C(F)(F)F)Cl (3-({5-chloro-3-[(4-chloro-3-trifluoromethyl-benzenesulfonyl)-methoxymethyl-amino]-pyridine-2-carbonyl}-isopropyl-amino)-pyrazole-1-carboxylic acid tert-butyl ester). Run in Cl (HCl), O1CCOCC1 (dioxane), O (water). Reaction conditions: temperature 85 celsius. The product is C(C)(C)N(C(=O)C1=NC=C(C=C1NS(=O)(=O)C1=CC(=C(C=C1)Cl)C(F)(F)F)Cl)C1=NNC=C1 (5-chloro-3-(4-chloro-3-trifluoromethyl-benzenesulfonylamino)-pyridine-2-carboxylic acid isopropyl-(1H-pyrazol-3-yl)-amide). As a reaction SMILES: C(OC([N:8]1[CH:12]=[CH:11][C:10]([N:13]([C:17]([C:19]2[C:24]([N:25]([S:29]([C:32]3[CH:37]=[CH:36][C:35]([Cl:38])=[C:34]([C:39]([F:42])([F:41])[F:40])[CH:33]=3)(=[O:31])=[O:30])COC)=[CH:23][C:22]([Cl:43])=[CH:21][N:20]=2)=[O:18])[CH:14]([CH3:16])[CH3:15])=[N:9]1)=O)(C)(C)C>Cl.O1CCOCC1.O>[CH:14]([N:13]([C:10]1[CH:11]=[CH:12][NH:8][N:9]=1)[C:17]([C:19]1[C:24]([NH:25][S:29]([C:32]2[CH:37]=[CH:36][C:35]([Cl:38])=[C:34]([C:39]([F:42])([F:41])[F:40])[CH:33]=2)(=[O:30])=[O:31])=[CH:23][C:22]([Cl:43])=[CH:21][N:20]=1)=[O:18])([CH3:16])[CH3:15]. Procedure details: 3-({5-chloro-3-[(4-chloro-3-trifluoromethyl-benzenesulfonyl)-methoxymethyl-amino]-pyridine-2-carbonyl}-isopropyl-amino)-pyrazole-1-carboxylic acid tert-butyl ester from step 2 was dissolved in a mixture of 4 M HCl in dioxane (4 mL) and water (1 mL), heated to 85° C. for 2 h. The solvent was evaporated and the residue was purified with HPLC to give 5-chloro-3-(4-chloro-3-trifluoromethyl-benzenesulfonylamino)-pyridine-2-carboxylic acid isopropyl-(1H-pyrazol-3-yl)-amide. MS m/z: 522 (M+H)+. Starting materials: C1=C2C(=CC(=C1F)F)NC(=O)C=C2Cl, C[C@H]1C[C@@H](CCN1C(=O)C2=C(N(N=C2)C)Cl)N.C(=O)(C(F)(F)F)O. Reagents/catalysts: C(=O)([O-])[O-].[Cs+].[Cs+], C1=CC=C(C=C1)P(C2=CC=CC=C2)C3=C(C4=CC=CC=C4C=C3)C5=C(C=CC6=CC=CC=C65)P(C7=CC=CC=C7)C8=CC=CC=C8, CC(=O)O.CC(=O)O.[Pd]. Solvent: CC1=CC=CC=C1. Conditions: temperature 140 celsius. Yields the product C[C@H]1C[C@@H](CCN1C(=O)C2=C(N(N=C2)C)Cl)NC3=CC(=O)NC4=CC(=C(C=C43)F)F. Isolated yield 49.5%. Procedure details: 4-chloro-6,7-difluoroquinolin-2(1H)-one (100 mg, 0.46 mmol) was taken in a microwave tube. Added ((2S,4R)-4-amino-2-methylpiperidin-1-yl)(5-chloro-1-methyl-1H-pyrazol-4-yl)methanone 2,2,2-trifluoroacetate (172 mg, 0.46 mmol), followed by the addition of Palladium (II) acetate (10.41 mg, 0.05 mmol), racemic-2,2'-Bis(diphenylphosphino)-1,1'-binaphthyl (28.9 mg, 0.05 mmol), Cesium carbonate (111 mL, 1.39 mmol), N,N'-Diisopropylethylamine (242 mL, 1.39 mmol).  toluene (10 mL) was added and subjected...